describe an organic reaction: reactants, conditions, products, and yield From a dataset of the Open Reaction Database (ORD), a public repository of structured organic reaction records. Starting materials: CN(C)C=O (DMF), C(CCC)[Li] (n-Butyl lithium), COC1=CC2=CC=CC=C2C=C1OC (2,3-dimethoxynaphthalene), CN(CCN(C)C)C (N,N,N′,N′-tetramethylethylenediamine). The solvent is ice water, CCOCC (ether), CCCCCC (hexane), CCOCC (ether). Conditions: time 2 hour. The product is COC1=C(C2=CC=CC=C2C=C1OC)C=O (2,3-Dimethoxy-naphthalene-1-carbaldehyde). As a reaction SMILES: C([Li])CCC.[CH3:6][O:7][C:8]1[C:17]([O:18][CH3:19])=[CH:16][C:15]2[C:10](=[CH:11][CH:12]=[CH:13][CH:14]=2)[CH:9]=1.CN(C)CCN(C)C.CN([CH:31]=[O:32])C>CCCCCC.CCOCC>[CH3:19][O:18][C:17]1[C:8]([O:7][CH3:6])=[CH:9][C:10]2[C:15](=[CH:14][CH:13]=[CH:12][CH:11]=2)[C:16]=1[CH:31]=[O:32]. Procedure details: n-Butyl lithium in hexane (1.6 N, 31.3 ml) was gradually added to a solution of 2,3-dimethoxynaphthalene (9.4 g) and N,N,N′,N′-tetramethylethylenediamine (7.4 ml) in ether (150 ml) under argon at 0° C. The reaction mixture was stirred at room temperature for two hours, cooled to 0° C. and DMF (7.3 g) in ether (20 ml) added. The reaction mixture was stirred at room temperature overnight and poured in ice water. The product was extracted with ether, washed with water, dried, evaporated and recryst... Run at temperature 0 celsius, time 20 minute. Reported procedure: A solution of 5-bromo-2-hydroxy-benzaldehyde (2.0 g, 10 mmol) in ethanol (10 mL) at room temperature was treated with hydroxylamine-O-sulfonic acid (1.69 g, 15 mmol), stirred for 20 minutes, diluted with dichloromethane (50 mL), cooled to 0° C. and treated with a solution of sodium bicarbonate (3 g) in water (25 mL). The solution was stirred at 0° C. for 30 minutes. The organic layer was removed and the aqueous layer was extracted with dichloromethane. The aqueous layer was treated with addition... The reactants are C([O-])(O)=O.[Na+] (sodium bicarbonate), BrC=1C=CC(=C(C=O)C1)O (5-bromo-2-hydroxy-benzaldehyde), NOS(=O)(=O)O (hydroxylamine-O-sulfonic acid). The solvent is O (water), C(C)O (ethanol), ClCCl (dichloromethane). Yields the product BrC=1C=CC2=C(C=NO2)C1 (5-bromo-1,2-benzisoxazole). Reaction SMILES: [Br:1][C:2]1[CH:3]=[CH:4][C:5]([OH:10])=[C:6]([CH:9]=1)[CH:7]=O.[NH2:11]OS(O)(=O)=O.C(=O)(O)[O-].[Na+]>C(O)C.ClCCl.O>[Br:1][C:2]1[CH:3]=[CH:4][C:5]2[O:10][N:11]=[CH:7][C:6]=2[CH:9]=1 |f:2.3|. The reactants are COC(CC1=CC=C(C=C1)C#CC1=C(C(=C(C(=C1)C(C)(C)C)OC(C)C)C=O)C)=O ([4-(5-tert-butyl-3-formyl-4-isopropoxy-2-methyl-phenylethynyl)-phenyl]-acetic acid methyl ester), COC(CC1=CC=C(C=C1)C#CC1=C(C(=C(C(=C1)C(C)(C)C)OC(C)C)C=O)C)=O ([4-(5-tert-butyl-3-formyl-4-isopropoxy-2-methyl-phenylethynyl)-phenyl]-acetic acid methyl ester), [BH4-].[Na+] (sodium borohydride). Solvent: CO (methanol). Run at time 1.5 hour. Product: COC(CC1=CC=C(C=C1)C#CC1=C(C(=C(C(=C1)C(C)(C)C)OC(C)C)CO)C)=O ([4-(5-tert-Butyl-3-hydroxymethyl-4-isopropoxy-2-methyl-phenylethynyl)-phenyl]-acetic acid methyl ester). Isolated yield 87.4%. Reaction SMILES: [CH3:1][O:2][C:3](=[O:30])[CH2:4][C:5]1[CH:10]=[CH:9][C:8]([C:11]#[C:12][C:13]2[CH:18]=[C:17]([C:19]([CH3:22])([CH3:21])[CH3:20])[C:16]([O:23][CH:24]([CH3:26])[CH3:25])=[C:15]([CH:27]=[O:28])[C:14]=2[CH3:29])=[CH:7][CH:6]=1.[BH4-].[Na+]>CO>[CH3:1][O:2][C:3](=[O:30])[CH2:4][C:5]1[CH:6]=[CH:7][C:8]([C:11]#[C:12][C:13]2[CH:18]=[C:17]([C:19]([CH3:22])([CH3:21])[CH3:20])[C:16]([O:23][CH:24]([CH3:26])[CH3:25])=[C:15]([CH2:27][OH:28])[C:14]=2[CH3:29])=[CH:9][CH:10]=1 |f:1.2|. Reported procedure: A stirred, cooled (ice bath) solution of [4-(5-tert-butyl-3-formyl-4-isopropoxy-2-methyl-phenylethynyl)-phenyl]-acetic acid methyl ester (Intermediate 142, 0.172 g, 0.42 mmol) in methanol (4 mL) was treated with sodium borohydride (0.02 g, 0.51 mmol) and the resulting reaction mixture was stirred for 1.5 h. The reaction mixture was quenched with water and extracted with diethyl ether. The organic phase was washed with water (×1) and brine (×1), dried over anhydrous sodium sulfate, filtered and e... Starting materials: COC1=CC=C2C(=CC=NC2=C1)OC=1C=CC(=NC1)NC(=O)C=1C(N(N(C1C)C[C@@H](C)OC(CNC(=O)OC(C)(C)C)=O)C1=CC=CC=C1)=O ((R)-1-(4-(5-(7-methoxyquinolin-4-yloxy)pyridin-2-ylcarbamoyl)-5-methyl-3-oxo-2-phenyl-2,3-dihydropyrazol-1-yl)propan-2-yl2-(tert-butoxycarbonyl amino)acetate), Cl (HCl). Run in CCOC(=O)C (EtOAc). Yields the product Cl.NCC(=O)O[C@@H](CN1N(C(C(=C1C)C(NC1=NC=C(C=C1)OC1=CC=NC2=CC(=CC=C12)OC)=O)=O)C1=CC=CC=C1)C ((R)-1-(4-(5-(7-methoxyquinolin-4-yloxy)pyridin-2-ylcarbamoyl)-5-methyl-3-oxo-2-phenyl-2,3-dihydropyrazol-1-yl)propan-2-yl 2-aminoacetate hydrochloride). Isolated yield 76.0%. Reaction SMILES: [CH3:1][O:2][C:3]1[CH:12]=[C:11]2[C:6]([C:7]([O:13][C:14]3[CH:15]=[CH:16][C:17]([NH:20][C:21]([C:23]4[C:24](=[O:50])[N:25]([C:44]5[CH:49]=[CH:48][CH:47]=[CH:46][CH:45]=5)[N:26]([CH2:29][C@H:30]([O:32][C:33](=[O:43])[CH2:34][NH:35]C(OC(C)(C)C)=O)[CH3:31])[C:27]=4[CH3:28])=[O:22])=[N:18][CH:19]=3)=[CH:8][CH:9]=[N:10]2)=[CH:5][CH:4]=1.[ClH:51]>CCOC(C)=O>[ClH:51].[NH2:35][CH2:34][C:33]([O:32][C@H:30]([CH3:31])[CH2:29][N:26]1[C:27]([CH3:28])=[C:23]([C:21](=[O:22])[NH:20][C:17]2[CH:16]=[CH:15][C:14]([O:13][C:7]3[C:6]4[C:11](=[CH:12][C:3]([O:2][CH3:1])=[CH:4][CH:5]=4)[N:10]=[CH:9][CH:8]=3)=[CH:19][N:18]=2)[C:24](=[O:50])[N:25]1[C:44]1[CH:45]=[CH:46][CH:47]=[CH:48][CH:49]=1)=[O:43] |f:3.4|. Procedure: The title compound was prepared according to the procedure described in Example 1 Step 3 by using (R)-1-(4-(5-(7-methoxyquinolin-4-yloxy)pyridin-2-ylcarbamoyl)-5-methyl-3-oxo-2-phenyl-2,3-dihydropyrazol-1-yl)propan-2-yl2-(tert-butoxycarbonyl amino)acetate (100 mg, 0.146 mmol) and a saturated HCl solution in EtOAc (3 mL). The title compound was crystallized in MeOH/EtOAc (20 mL, v/v=1:5) to afford the title compound as a white solid (84.2 mg, 76%).